Dataset: the Open Reaction Database (ORD), a public repository of structured organic reaction records. Task: describe an organic reaction: reactants, conditions, products, and yield The reactants are ClCCl, COc1cc2ncnc(Nc3cccc(Cl)c3F)c2cc1OC1CCCN(C(=O)OC(C)(C)C)C1, O=C(O)C(F)(F)F. Product: COc1cc2ncnc(Nc3cccc(Cl)c3F)c2cc1OC1CCCNC1. RXN SMILES: [CH2:43]([Cl:44])[Cl:45].[Cl:8][c:9]1[c:10]([F:42])[c:11]([NH:12][c:13]2[n:14][cH:15][n:16][c:17]3[cH:18][c:19]([O:37][CH3:38])[c:20]([O:23][CH:24]4[CH2:25][N:26]([C:30]([O:31][C:32]([CH3:33])([CH3:34])[CH3:35])=[O:36])[CH2:27][CH2:28][CH2:29]4)[cH:21][c:22]23)[cH:39][cH:40][cH:41]1.[OH:1][C:2]([C:3]([F:4])([F:5])[F:6])=[O:7]>>[Cl:8][c:9]1[c:10]([F:42])[c:11]([NH:12][c:13]2[n:14][cH:15][n:16][c:17]3[cH:18][c:19]([O:37][CH3:38])[c:20]([O:23][CH:24]4[CH2:25][NH:26][CH2:27][CH2:28][CH2:29]4)[cH:21][c:22]23)[cH:39][cH:40][cH:41]1. Starting materials: O=C1C2=C(OCC3=C1C=CC=C3)C=CC(=C2)CC(=O)OC (methyl 11-oxo-6,11-dihydrodibenz[b,e]oxepin-2-acetate), CN(CCN)C (N,N-dimethylethylenediamine), C([O-])(O)=O.[Na+] (sodium bicarbonate). Product: CN(CCN=C1C2=C(OCC3=C1C=CC=C3)C=CC(=C2)CC(=O)OC)C (Methyl 11-(2-dimethylaminoethyl)imino-6,11-dihydrodibenz[b,e]oxepin-2-acetate). The yield is 50.2%. The solvent is C1=CC=CC=C1 (benzene), C1=CC=CC=C1 (benzene). Procedure details: In this example, 22.0 g of methyl 11-oxo-6,11-dihydrodibenz[b,e]oxepin-2-acetate and 68.7 g of N,N-dimethylethylenediamine are dissolved in 700 ml of dried benzene. To the solution is dropwise added a solution of 17.2 ml of titanium tetrachloride in 40 ml of dried benzene and the mixture is stirred at room temperature overnight. A saturated aqueous sodium bicarbonate solution is added thereto. After removing an insoluble solid by filtration, the filtrate is extracted with 500 ml of ethylacetate,... Reagents/catalysts: [Ti](Cl)(Cl)(Cl)Cl (titanium tetrachloride). As a reaction SMILES: O=[C:2]1[C:8]2[CH:9]=[CH:10][CH:11]=[CH:12][C:7]=2[CH2:6][O:5][C:4]2[CH:13]=[CH:14][C:15]([CH2:17][C:18]([O:20][CH3:21])=[O:19])=[CH:16][C:3]1=2.[CH3:22][N:23]([CH3:27])[CH2:24][CH2:25][NH2:26].C(=O)(O)[O-].[Na+]>C1C=CC=CC=1.[Ti](Cl)(Cl)(Cl)Cl>[CH3:22][N:23]([CH3:27])[CH2:24][CH2:25][N:26]=[C:2]1[C:8]2[CH:9]=[CH:10][CH:11]=[CH:12][C:7]=2[CH2:6][O:5][C:4]2[CH:13]=[CH:14][C:15]([CH2:17][C:18]([O:20][CH3:21])=[O:19])=[CH:16][C:3]1=2 |f:2.3|. Reaction conditions: time 8 hour. Reactants: Nc1cccc(-c2cccc3cc(C(=O)NC4CN5CCC4CC5)oc23)c1, O=C(Cl)c1ccno1. Product: Cl, O=C(Nc1cccc(-c2cccc3cc(C(=O)NC4CN5CCC4CC5)oc23)c1)c1ccno1. Reaction SMILES: [NH2:1][c:2]1[cH:3][c:4](-[c:8]2[cH:9][cH:10][cH:11][c:12]3[cH:13][c:14]([C:17](=[O:18])[NH:19][CH:20]4[CH2:21][N:22]5[CH2:23][CH2:24][CH:25]4[CH2:26][CH2:27]5)[o:15][c:16]23)[cH:5][cH:6][cH:7]1.[o:28]1[n:29][cH:30][cH:31][c:32]1[C:33](=[O:34])[Cl:35]>>[ClH:35].[NH:1]([c:2]1[cH:3][c:4](-[c:8]2[cH:9][cH:10][cH:11][c:12]3[cH:13][c:14]([C:17](=[O:18])[NH:19][CH:20]4[CH2:21][N:22]5[CH2:23][CH2:24][CH:25]4[CH2:26][CH2:27]5)[o:15][c:16]23)[cH:5][cH:6][cH:7]1)[C:33]([c:32]1[o:28][n:29][cH:30][cH:31]1)=[O:34]. Starting materials: C(=O)=O (carbon dioxide), C([C@@H]1[C@@H]2[C@@H]([C@H]([C@H](O1)O[C@@H]3[C@H](O[C@@H]([C@@H]([C@H]3O)O)O[C@@H]4[C@H](O[C@@H]([C@@H]([C@H]4O)O)O[C@@H]5[C@H](O[C@@H]([C@@H]([C@H]5O)O)O[C@@H]6[C@H](O[C@@H]([C@@H]([C@H]6O)O)O[C@@H]7[C@H](O[C@H](O2)[C@@H]([C@H]7O)O)CO)CO)CO)CO)CO)O)O)O (α-cyclodextrin). Yields the product C(=O)=O.C([C@@H]1[C@@H]2[C@@H]([C@H]([C@H](O1)O[C@@H]3[C@H](O[C@@H]([C@@H]([C@H]3O)O)O[C@@H]4[C@H](O[C@@H]([C@@H]([C@H]4O)O)O[C@@H]5[C@H](O[C@@H]([C@@H]([C@H]5O)O)O[C@@H]6[C@H](O[C@@H]([C@@H]([C@H]6O)O)O[C@@H]7[C@H](O[C@H](O2)[C@@H]([C@H]7O)O)CO)CO)CO)CO)CO)O)O)O (Carbon dioxide α-cyclodextrin). RXN SMILES: [C:1](=[O:3])=[O:2].[CH2:4]([OH:69])[C@H:5]1[O:10][C@@H:9]2[O:11][C@H:12]3[C@H:17]([OH:18])[C@@H:16]([OH:19])[C@@H:15]([O:20][C@H:21]4[C@H:26]([OH:27])[C@@H:25]([OH:28])[C@@H:24]([O:29][C@H:30]5[C@H:35]([OH:36])[C@@H:34]([OH:37])[C@@H:33]([O:38][C@H:39]6[C@H:44]([OH:45])[C@@H:43]([OH:46])[C@@H:42]([O:47][C@H:48]7[C@H:54]([OH:55])[C@@H:53]([OH:56])[C@@H:51]([O:52][C@H:6]1[C@H:7]([OH:68])[C@H:8]2[OH:67])[O:50][C@@H:49]7[CH2:57][OH:58])[O:41][C@@H:40]6[CH2:59][OH:60])[O:32][C@@H:31]5[CH2:61][OH:62])[O:23][C@@H:22]4[CH2:63][OH:64])[O:14][C@@H:13]3[CH2:65][OH:66]>>[C:1](=[O:3])=[O:2].[CH2:59]([OH:60])[C@H:40]1[O:41][C@@H:42]2[O:47][C@H:48]3[C@H:54]([OH:55])[C@@H:53]([OH:56])[C@@H:51]([O:52][C@H:6]4[C@H:7]([OH:68])[C@@H:8]([OH:67])[C@@H:9]([O:11][C@H:12]5[C@H:17]([OH:18])[C@@H:16]([OH:19])[C@@H:15]([O:20][C@H:21]6[C@H:26]([OH:27])[C@@H:25]([OH:28])[C@@H:24]([O:29][C@H:30]7[C@H:35]([OH:36])[C@@H:34]([OH:37])[C@@H:33]([O:38][C@H:39]1[C@H:44]([OH:45])[C@H:43]2[OH:46])[O:32][C@@H:31]7[CH2:61][OH:62])[O:23][C@@H:22]6[CH2:63][OH:64])[O:14][C@@H:13]5[CH2:65][OH:66])[O:10][C@@H:5]4[CH2:4][OH:69])[O:50][C@@H:49]3[CH2:57][OH:58] |f:2.3|. Reported procedure: 100 ml of saturated α-cyclodextrin solution (about 12%) were incubated for 7 days at room temperature under 7 atmospheres carbon dioxide in a 20 cc autoclave. The crystalline adduct could be drawn off, washed with cold water and dried via calcium chloride in the exsiccator. Starting materials: O=C([O-])[O-], C1CCOC1, CCOC(C)=O, COc1ccc(C=NC(c2ccc(Cl)nc2)(c2ccc3c(c2)c(-c2cccc(Cl)c2)cc(=O)n3CC2CC2)c2cncn2C)cc1, Cl, [K+], [K+]. Yields the product Cn1cncc1C(N)(c1ccc(Cl)nc1)c1ccc2c(c1)c(-c1cccc(Cl)c1)cc(=O)n2CC1CC1. Reaction SMILES: [C:48](=[O:49])([O-:50])[O-:51].[CH2:60]1[O:61][CH2:62][CH2:63][CH2:64]1.[CH3:54][CH2:55][O:56][C:57](=[O:58])[CH3:59].[Cl:1][c:2]1[cH:3][c:4](-[c:8]2[cH:9][c:10](=[O:46])[n:11]([CH2:42][CH:43]3[CH2:44][CH2:45]3)[c:12]3[cH:13][cH:14][c:15]([C:18]([c:19]4[n:20]([CH3:24])[cH:21][n:22][cH:23]4)([N:25]=[CH:26][c:27]4[cH:28][cH:29][c:30]([O:31][CH3:32])[cH:33][cH:34]4)[c:35]4[cH:36][n:37][c:38]([Cl:41])[cH:39][cH:40]4)[cH:16][c:17]23)[cH:5][cH:6][cH:7]1.[ClH:47].[K+:52].[K+:53]>>[Cl:1][c:2]1[cH:3][c:4](-[c:8]2[cH:9][c:10](=[O:46])[n:11]([CH2:42][CH:43]3[CH2:44][CH2:45]3)[c:12]3[cH:13][cH:14][c:15]([C:18]([c:19]4[n:20]([CH3:24])[cH:21][n:22][cH:23]4)([NH2:25])[c:35]4[cH:36][n:37][c:38]([Cl:41])[cH:39][cH:40]4)[cH:16][c:17]23)[cH:5][cH:6][cH:7]1. Starting materials: C(C)(=O)O[C@@]1([C@@H](O[C@@H]([C@]1(O)OC(C)=O)C(O)OC(C)=O)N1CN=C2C(N)(N=C(N=C12)Cl)Cl)O (2′,3′,5′-triacetoxy-2,6-dichloroadenosine), C1(CCCC1)N (cyclopentylamine), C(C)O (ethanol). Solvent: C(C)(=O)OCC (ethyl acetate), O (water). Product: ClC=1N=C(C=2N=CN([C@H]3[C@H](O)[C@H](O)[C@@H](CO)O3)C2N1)NC1CCCC1 (2-chloro-N6-cyclopentyladenosine). Reaction SMILES: C(O[C@@:5]1([OH:33])[C@:9](OC(=O)C)([OH:10])[C@@H:8]([CH:15](OC(=O)C)[OH:16])[O:7][C@H:6]1[N:21]1[C:30]2[C:24]([C:25](Cl)([N:27]=[C:28]([Cl:31])[N:29]=2)[NH2:26])=[N:23][CH2:22]1)(=O)C.[CH:34]1(N)[CH2:38][CH2:37][CH2:36][CH2:35]1.C(O)C>C(OCC)(=O)C.O>[Cl:31][C:28]1[N:27]=[C:25]([NH:26][CH:34]2[CH2:38][CH2:37][CH2:36][CH2:35]2)[C:24]2[N:23]=[CH:22][N:21]([C:30]=2[N:29]=1)[C@@H:6]1[O:7][C@H:8]([CH2:15][OH:16])[C@@H:9]([OH:10])[C@H:5]1[OH:33]. Procedure details: 2′,3′,5′-triacetoxy-2,6-dichloroadenosine (1.5 g) and cyclopentylamine (8 eq.) were diluted with ethanol (50 eq.) and the resulting solution was heated at reflux for about 15 hours, then cooled to room temperature and concentrated in vacuo to provide a crude residue which was diluted with a mixture of ethyl acetate and water and transferred to a separatory funnel. The organic layer was separated, dried over sodium sulfate and concentrated in vacuo to provide a crude residue which was purified us... Starting materials: ClC1=NC(=C2N=C(N(C2=N1)C)C1(CCOCC1)O)N1[C@H](COCC1)C ((S)-4-(2-chloro-9-methyl-6-(3-methylmorpholino)-9H-purin-8-yl)tetrahydro-2H-pyran-4-ol), ClC1=NC(=C2N=CN(C2=N1)CC)N1[C@H](COCC1)C ((S)-4-(2-chloro-9-ethyl-9H-purin-6-yl)-3-methylmorpholine). The product is ClC1=NC(=C2N=C(N(C2=N1)CC)C1(CCOCC1)O)N1[C@H](COCC1)C ((S)-4-(2-chloro-9-ethyl-6-(3-methylmorpholino)-9H-purin-8-yl)tetrahydro-2H-pyran-4-ol). As a reaction SMILES: [Cl:1][C:2]1[N:10]=[C:9]2[C:5]([N:6]=[C:7]([C:12]3([OH:18])[CH2:17][CH2:16][O:15][CH2:14][CH2:13]3)[N:8]2[CH3:11])=[C:4]([N:19]2[CH2:24][CH2:23][O:22][CH2:21][C@@H:20]2[CH3:25])[N:3]=1.Cl[C:27]1N=C2C(N=CN2CC)=C(N2CCOC[C@@H]2C)N=1>>[Cl:1][C:2]1[N:10]=[C:9]2[C:5]([N:6]=[C:7]([C:12]3([OH:18])[CH2:17][CH2:16][O:15][CH2:14][CH2:13]3)[N:8]2[CH2:11][CH3:27])=[C:4]([N:19]2[CH2:24][CH2:23][O:22][CH2:21][C@@H:20]2[CH3:25])[N:3]=1. Reported procedure: This compound (g-1) was prepared in an analogous fashion to (S)-4-(2-chloro-9-methyl-6-(3-methylmorpholino)-9H-purin-8-yl)tetrahydro-2H-pyran-4-ol, using (S)-4-(2-chloro-9-ethyl-9H-purin-6-yl)-3-methylmorpholine as the starting material. 1H NMR (CDCl3, 400 MHz) δ ppm 5.65 to 4.75 (broad d, 2H), 4.46 (q, 2H), 4.05 to 3.85 (m, 5H), 3.83 to 3.73 (m, 2H), 3.62 (dt, J=11.6 Hz, 2.6 Hz, 1H), 3.55 to 3.39 (broad s, 1H), 2.59 (s, 1H), 2.46 to 2.34 (m, 2H), 1.87 (d, J=12.8 Hz, 2H), 1.45 (t, J=7.2 Hz, 3H),... Reactants: BrCC(=O)N (2-bromoacetamide), Cl.Cl.N=1N=C(N2C1C=CC=C2)C2=NC1=C(C=CC=C1C=C2)OCC2(CCNCC2)F (2-([1,2,4]triazolo[4,3-a]pyridin-3-yl)-8-((4-fluoropiperidin-4-yl)methoxy)quinoline dihydrochloride), TEA, CN(C)C=O (DMF). Reagents/catalysts: C(=O)(O)[O-].[Na+] (NaHCO3). Solvent: O (water), C1CCOC1 (THF), ClCCl (dichloromethane). Reaction conditions: temperature 40 celsius, time 1 hour. Product: N=1N=C(N2C1C=CC=C2)C2=NC1=C(C=CC=C1C=C2)OCC2(CCN(CC2)CC(=O)N)F (2-(4-((2-([1,2,4]triazolo[4,3-a]pyridin-3-yl)quinolin-8-yloxy)methyl)-4-fluoropiperidin-1-yl)acetamide). Yield: 29.0%. RXN SMILES: Cl.Cl.[N:3]1[N:4]=[C:5]([C:12]2[CH:21]=[CH:20][C:19]3[C:14](=[C:15]([O:22][CH2:23][C:24]4([F:30])[CH2:29][CH2:28][NH:27][CH2:26][CH2:25]4)[CH:16]=[CH:17][CH:18]=3)[N:13]=2)[N:6]2[CH:11]=[CH:10][CH:9]=[CH:8][C:7]=12.CN(C=O)C.Br[CH2:37][C:38]([NH2:40])=[O:39]>C1COCC1.ClCCl.C([O-])(O)=O.[Na+].O>[N:3]1[N:4]=[C:5]([C:12]2[CH:21]=[CH:20][C:19]3[C:14](=[C:15]([O:22][CH2:23][C:24]4([F:30])[CH2:29][CH2:28][N:27]([CH2:37][C:38]([NH2:40])=[O:39])[CH2:26][CH2:25]4)[CH:16]=[CH:17][CH:18]=3)[N:13]=2)[N:6]2[CH:11]=[CH:10][CH:9]=[CH:8][C:7]=12 |f:0.1.2,7.8|. Procedure details: To a suspension of 2-([1,2,4]triazolo[4,3-a]pyridin-3-yl)-8-((4-fluoropiperidin-4-yl)methoxy)quinoline dihydrochloride (0.050 g, 0.111 mmol) and TEA (0.0619 mL, 0.444 mmol) in 0.4 mL THF, 0.3 mL dichloromethane, and 0.2 mL DMF was added 2-bromoacetamide (0.0184 g, 0.133 mmol). The reaction mixture was heated in a 40° C. reaction block and stirred 1 hour. The reaction mixture was cooled to ambient temperature, several drops of saturated NaHCO3 were added, and the milky mixture was heated back to ... The reactants are C1COCCO1, Cc1ccc2c(Cl)cc(Cl)c(O)c2n1, O=[Se]=O. The product is O=Cc1ccc2c(Cl)cc(Cl)c(O)c2n1. RXN SMILES: [CH2:18]1[O:19][CH2:20][CH2:21][O:22][CH2:23]1.[Cl:1][c:2]1[c:3]2[cH:4][cH:5][c:6]([CH3:14])[n:7][c:8]2[c:9]([OH:13])[c:10]([Cl:12])[cH:11]1.[Se:15](=[O:16])=[O:17]>>[Cl:1][c:2]1[c:3]2[cH:4][cH:5][c:6]([CH:14]=[O:16])[n:7][c:8]2[c:9]([OH:13])[c:10]([Cl:12])[cH:11]1. Reactants: Cl.C1(CC1)COC1=C(C=C(C(=C1)F)OC)C=1C2=C(N=CN1)C(=C(N2)C)C(=O)NC2CCNCC2 (4-[2-(cyclopropylmethoxy)-4-fluoro-5-methoxyphenyl]-6-methyl-N-piperidin-4-yl-5H-pyrrolo[3,2-d]pyrimidine-7-carboxamide hydrochloride), C(C)(=O)Cl (acetyl chloride). The product is C(C)(=O)N1CCC(CC1)NC(=O)C1=C(NC2=C1N=CN=C2C2=C(C=C(C(=C2)OC)F)OCC2CC2)C (N-(1-Acetylpiperidin-4-yl)-4-[2-(cyclopropylmethoxy)-4-fluoro-5-methoxyphenyl]-6-methyl-5H-pyrrolo[3,2-d]pyrimidine-7-carboxamide). As a reaction SMILES: Cl.[CH:2]1([CH2:5][O:6][C:7]2[CH:12]=[C:11]([F:13])[C:10]([O:14][CH3:15])=[CH:9][C:8]=2[C:16]2[C:17]3[NH:24][C:23]([CH3:25])=[C:22]([C:26]([NH:28][CH:29]4[CH2:34][CH2:33][NH:32][CH2:31][CH2:30]4)=[O:27])[C:18]=3[N:19]=[CH:20][N:21]=2)[CH2:4][CH2:3]1.[C:35](Cl)(=[O:37])[CH3:36]>>[C:35]([N:32]1[CH2:31][CH2:30][CH:29]([NH:28][C:26]([C:22]2[C:18]3[N:19]=[CH:20][N:21]=[C:16]([C:8]4[CH:9]=[C:10]([O:14][CH3:15])[C:11]([F:13])=[CH:12][C:7]=4[O:6][CH2:5][CH:2]4[CH2:4][CH2:3]4)[C:17]=3[NH:24][C:23]=2[CH3:25])=[O:27])[CH2:34][CH2:33]1)(=[O:37])[CH3:36] |f:0.1|. Procedure details: Starting from 4-[2-(cyclopropylmethoxy)-4-fluoro-5-methoxyphenyl]-6-methyl-N-piperidin-4-yl-5H-pyrrolo[3,2-d]pyrimidine-7-carboxamide hydrochloride (example D.f35) and commercially available acetyl chloride the title compound is obtained as colorless solid.